Dataset: the Open Reaction Database (ORD), a public repository of structured organic reaction records. Task: describe an organic reaction: reactants, conditions, products, and yield The reactants are COc1ccc2c(c1)CCC1C2CCC2(C)C(C(=O)O)=CCC12, O=C(Cl)C(=O)Cl, ClCCl. The product is COc1ccc2c(c1)CCC1C2CCC2(C)C(C(=O)O)=CCC12, [Cl-]. Reaction SMILES: [CH3:1][O:2][c:3]1[cH:4][c:5]2[c:18]([cH:19][cH:20]1)[CH:17]1[CH:8]([CH2:7][CH2:6]2)[CH:9]2[CH2:10][CH:11]=[C:12]([C:21](=[O:22])[OH:23])[C:13]2([CH3:14])[CH2:15][CH2:16]1.[Cl:24][C:25]([C:26]([Cl:27])=[O:28])=[O:29].[Cl:30][CH2:31][Cl:32]>>[CH3:1][O:2][c:3]1[cH:4][c:5]2[c:18]([cH:19][cH:20]1)[CH:17]1[CH:8]([CH2:7][CH2:6]2)[CH:9]2[CH2:10][CH:11]=[C:12]([C:21](=[O:22])[OH:23])[C:13]2([CH3:14])[CH2:15][CH2:16]1.[Cl-:24]. The product is CS(=O)(=O)N1CCN(c2nc(Cl)nc3ccoc23)CC1. As a reaction SMILES: [CH2:29]1[NH:30][CH2:31][CH2:32][NH:33][CH2:34]1.[CH3:35][S:36]([Cl:37])(=[O:38])=[O:39].[Cl:18][c:19]1[n:20][c:21]([Cl:22])[c:23]2[o:24][cH:25][cH:26][c:27]2[n:28]1.[Cl:1][c:2]1[n:3][c:4]([N:11]2[CH2:12][CH2:13][NH:14][CH2:15][CH2:16]2)[c:5]2[c:6]([n:7]1)[cH:8][cH:9][o:10]2.[Cl:46][CH2:47][Cl:48].[ClH:17].[cH:40]1[cH:41][cH:42][n:43][cH:44][cH:45]1>>[Cl:1][c:2]1[n:3][c:4]([N:11]2[CH2:12][CH2:13][N:14]([S:36]([CH3:35])(=[O:38])=[O:39])[CH2:15][CH2:16]2)[c:5]2[c:6]([n:7]1)[cH:8][cH:9][o:10]2. Starting materials: C1CNCCN1, CS(=O)(=O)Cl, Clc1nc(Cl)c2occc2n1, Clc1nc(N2CCNCC2)c2occc2n1, ClCCl, Cl, c1ccncc1. The reactants are C(C)(C)[N-]C(C)C.[Li+] (Lithium diisopropylamide), C(C)C1=CC=C2C(=N1)OC1=C2C=CC=C1C1=NC=CC(=C1)C1=CC=CC=C1 (2-ethyl-8-(4-phenylpyridin-2-yl)benzofuro[2,3-b]pyridine), IC (Iodomethane). Run in C1CCOC1 (THF), C1CCOC1 (THF), C1CCOC1 (THF). Conditions: temperature -78 celsius, time 2 hour. Yields the product C(C)(C)C1=CC=C2C(=N1)OC1=C2C=CC=C1C1=NC=CC(=C1)C1=CC=CC=C1 (2-isopropyl-8-(4-phenylpyridin-2-yl)benzofuro[2,3-b]pyridine). Isolated yield 77.0%. As a reaction SMILES: [CH2:1]([C:3]1[N:8]=[C:7]2[O:9][C:10]3[C:15]([C:16]4[CH:21]=[C:20]([C:22]5[CH:27]=[CH:26][CH:25]=[CH:24][CH:23]=5)[CH:19]=[CH:18][N:17]=4)=[CH:14][CH:13]=[CH:12][C:11]=3[C:6]2=[CH:5][CH:4]=1)[CH3:2].[CH:28]([N-]C(C)C)(C)C.[Li+].IC>C1COCC1>[CH:1]([C:3]1[N:8]=[C:7]2[O:9][C:10]3[C:15]([C:16]4[CH:21]=[C:20]([C:22]5[CH:27]=[CH:26][CH:25]=[CH:24][CH:23]=5)[CH:19]=[CH:18][N:17]=4)=[CH:14][CH:13]=[CH:12][C:11]=3[C:6]2=[CH:5][CH:4]=1)([CH3:28])[CH3:2] |f:1.2|. Reported procedure: 2-ethyl-8-(4-phenylpyridin-2-yl)benzofuro[2,3-b]pyridine (5.15 g, 14.70 mmol) was charged into the reaction mixture with 120 mL of THF. This mixture was cooled to −78° C. Lithium diisopropylamide in THF (9.19 mL, 18.37 mmol) was added dropwise to the cooled reaction mixture over a 10 minute period. The reaction mixture was then stirred for 2 hours at −78° C. Iodomethane (3.13 g, 22.05 mmol) was then dissolved in 10 mL of THF. This solution was then added via syringe to the cold reaction mixture.... Reaction conditions: time 2 hour. Procedure: 1-Cyclopropylmethyl-pyrrolidin-3-one (6.1 g, 44 mmol, 1.0 equiv), NaCN (2.4 g, 48 mmol, 1.1 equiv) and NH4Cl (2.6 g, 48 mmol, 1.1 equiv) were mixed in 88 mL of 2 M NH3 in MeOH, and the resulting mixture was refluxed for 2 h at which time another 88 mL of 2 M NH3 in MeOH was added followed by another 2 h at reflux. The reaction mixture was cooled, filtered, concentrated, and taken up in 100 mL of CH2Cl2. The mixture was filtered a second time and concentrated to a red oil (5.9 g) which was used w... RXN SMILES: [CH:1]1([CH2:4][N:5]2[CH2:9][CH2:8][C:7](=O)[CH2:6]2)[CH2:3]C1.[C-:11]#[N:12].[Na+].[NH4+:14].[Cl-]>N.CO>[NH2:14][C:7]1([C:11]#[N:12])[CH2:8][CH2:9][N:5]([CH:4]2[CH2:1][CH2:3]2)[CH2:6]1 |f:1.2,3.4|. Solvent: N (NH3), CO (MeOH), CO (MeOH), N (NH3). Reactants: C1(CC1)CN1CC(CC1)=O (1-Cyclopropylmethyl-pyrrolidin-3-one), [C-]#N.[Na+] (NaCN), [NH4+].[Cl-] (NH4Cl). The product is NC1(CN(CC1)C1CC1)C#N (3-Amino-3-cyano-1-cyclopropyl-pyrrolidine).